This data is from the Open Reaction Database (ORD), a public repository of structured organic reaction records. The task is: describe an organic reaction: reactants, conditions, products, and yield Starting materials: CN(C1CCOCC1)CC1=CC=C(N)C=C1 (4-[[N-methyl-N-(tetrahydropyran-4-yl)amino]methyl]aniline), CN(C)C=O (DMF), C(CCC)OCCOC1=CC=C(C=C1)C=1C=CC2=C(C=C(CCN2CC=2N(C=CN2)C)C(=O)O)C1 (7-(4-butoxyethoxyphenyl)-1-[(1-methylimidazol-2-yl)methyl]-2,3-dihydro-1-benzazepine-4-carboxylic acid), S(=O)(Cl)Cl (thionyl chloride). Run in O1CCCC1 (tetrahydrofuran), C(C)N(CC)CC (triethylamine), O (water). Reaction conditions: time 1 hour. The product is C(CCC)OCCOC1=CC=C(C=C1)C=1C=CC2=C(C=C(CCN2CC=2N(C=CN2)C)C(=O)NC2=CC=C(C=C2)CN(C2CCOCC2)C)C1 (7-(4-butoxyethoxyphenyl)-1-[(1-methylimidazol-2-yl)methyl]-N-[4-[[N-methyl-N-(tetrahydropyran-4-yl)amino]methyl]phenyl]-2,3-dihydro-1-benzazepine-4-carboxamide). The yield is 32.6%. As a reaction SMILES: CN(C=O)C.[CH2:6]([O:10][CH2:11][CH2:12][O:13][C:14]1[CH:19]=[CH:18][C:17]([C:20]2[CH:21]=[CH:22][C:23]3[N:29]([CH2:30][C:31]4[N:32]([CH3:36])[CH:33]=[CH:34][N:35]=4)[CH2:28][CH2:27][C:26]([C:37]([OH:39])=O)=[CH:25][C:24]=3[CH:40]=2)=[CH:16][CH:15]=1)[CH2:7][CH2:8][CH3:9].S(Cl)(Cl)=O.[CH3:45][N:46]([CH2:53][C:54]1[CH:60]=[CH:59][C:57]([NH2:58])=[CH:56][CH:55]=1)[CH:47]1[CH2:52][CH2:51][O:50][CH2:49][CH2:48]1>O1CCCC1.O.C(N(CC)CC)C>[CH2:6]([O:10][CH2:11][CH2:12][O:13][C:14]1[CH:19]=[CH:18][C:17]([C:20]2[CH:21]=[CH:22][C:23]3[N:29]([CH2:30][C:31]4[N:32]([CH3:36])[CH:33]=[CH:34][N:35]=4)[CH2:28][CH2:27][C:26]([C:37]([NH:58][C:57]4[CH:59]=[CH:60][C:54]([CH2:53][N:46]([CH3:45])[CH:47]5[CH2:52][CH2:51][O:50][CH2:49][CH2:48]5)=[CH:55][CH:56]=4)=[O:39])=[CH:25][C:24]=3[CH:40]=2)=[CH:16][CH:15]=1)[CH2:7][CH2:8][CH3:9]. Procedure details: One droplet of DMF was added to a solution of 7-(4-butoxyethoxyphenyl)-1-[(1-methylimidazol-2-yl)methyl]-2,3-dihydro-1-benzazepine-4-carboxylic acid (140 mg) in tetrahydroturan (10 ml). Then, thionyl chloride (41 mg) was added at 0° C., the temperature was returned to room temperature, and the mixture was stirred under nitrogen atmosphere for 1 hour. Then, this mixture was added to a solution of 4-[[N-methyl-N-(tetrahydropyran-4-yl)amino]methyl]aniline (75 mg) and triethylamine (346 mg) in tetra...